Dataset: the Open Reaction Database (ORD), a public repository of structured organic reaction records. Task: describe an organic reaction: reactants, conditions, products, and yield Starting materials: BrC1=C(C=C(C=2C1=NSN2)Br)F (4,7-Dibromo-5-fluoro-benzo[1,2,5]thiadiazole), C(CCCCCCCCCCC)C=1C=C(SC1)[Sn](C)(C)C ((4-dodecyl-thiophen-2-yl)-trimethyl-stannane). The reagents and catalysts are C=1C=CC(=CC1)[P](C=2C=CC=CC2)(C=3C=CC=CC3)[Pd]([P](C=4C=CC=CC4)(C=5C=CC=CC5)C=6C=CC=CC6)([P](C=7C=CC=CC7)(C=8C=CC=CC8)C=9C=CC=CC9)[P](C=1C=CC=CC1)(C=1C=CC=CC1)C=1C=CC=CC1 (Pd(PPh3)4). The solvent is C1(=CC=CC=C1)C (toluene). Run at temperature 105 celsius. The product is C(CCCCCCCCCCC)C=1C=C(SC1)C1=C(C=C(C=2C1=NSN2)C=2SC=C(C2)CCCCCCCCCCCC)F (4,7-Bis-(4-dodecyl-thiophen-2-yl)-5-fluoro-benzo[1,2,5]thiadiazole). The yield is 47.0%. As a reaction SMILES: Br[C:2]1[C:7]2=[N:8][S:9][N:10]=[C:6]2[C:5](Br)=[CH:4][C:3]=1[F:12].[CH2:13]([C:25]1[CH:26]=[C:27]([Sn](C)(C)C)[S:28][CH:29]=1)[CH2:14][CH2:15][CH2:16][CH2:17][CH2:18][CH2:19][CH2:20][CH2:21][CH2:22][CH2:23][CH3:24]>C1C=CC([P]([Pd]([P](C2C=CC=CC=2)(C2C=CC=CC=2)C2C=CC=CC=2)([P](C2C=CC=CC=2)(C2C=CC=CC=2)C2C=CC=CC=2)[P](C2C=CC=CC=2)(C2C=CC=CC=2)C2C=CC=CC=2)(C2C=CC=CC=2)C2C=CC=CC=2)=CC=1.C1(C)C=CC=CC=1>[CH2:13]([C:25]1[CH:26]=[C:27]([C:2]2[C:7]3=[N:8][S:9][N:10]=[C:6]3[C:5]([C:27]3[S:28][CH:29]=[C:25]([CH2:13][CH2:14][CH2:15][CH2:16][CH2:17][CH2:18][CH2:19][CH2:20][CH2:21][CH2:22][CH2:23][CH3:24])[CH:26]=3)=[CH:4][C:3]=2[F:12])[S:28][CH:29]=1)[CH2:14][CH2:15][CH2:16][CH2:17][CH2:18][CH2:19][CH2:20][CH2:21][CH2:22][CH2:23][CH3:24] |^1:37,39,58,77|. Procedure: 4,7-Dibromo-5-fluoro-benzo[1,2,5]thiadiazole (0.82 g, 2.63 mmol), (4-dodecyl-thiophen-2-yl)-trimethyl-stannane (2.72 g, 6.57 mmol), and Pd(PPh3)4 (50 mg) were combined into a 100-mL Schlenk flask. The system was vacuumed and backfilled with argon for three cycles before 50 mL of anhydrous toluene was added. The mixture was heated at 105° C. for 3 days. After the reaction was cooled down, the solvent was removed by rotary evaporation. The product was further purified by silica gel column with dic... The product is ClC=1C=C(C=C(C1)F)C1=CC(=NN1C1=CC(=NC=C1)OC)C(=O)O (5-(3-Chloro-5-fluorophenyl)-1-(2-methoxypyridin-4-yl)-1H-pyrazole-3-carboxylic acid). Procedure: 500 mg (1.53 mmol) of the compound of Example 1A is reacted analogously to the synthesis of the compound of Example 20A with 295 mg (1.68 mmol) of 2-methoxypyridin-4-yl-hydrazine hydrochloride. After hydrolysis, 8 mg (1.5% of theory) of the title compound is obtained. The reactants are compound, ClC=1C=C(C=C(C1)F)C1=CC(=NN1C1=NC=CC=C1)C(=O)O (5-(3-Chloro-5-fluorophenyl)-1-(pyridin-2-yl)-1H-pyrazole-3-carboxylic acid), Cl.COC1=NC=CC(=C1)NN (2-methoxypyridin-4-yl-hydrazine hydrochloride). RXN SMILES: [Cl:1][C:2]1[CH:3]=[C:4]([C:9]2[N:13]([C:14]3[CH:19]=[CH:18]C=CN=3)[N:12]=[C:11]([C:20]([OH:22])=[O:21])[CH:10]=2)[CH:5]=[C:6]([F:8])[CH:7]=1.Cl.[CH3:24][O:25][C:26]1[CH:31]=C(NN)C=C[N:27]=1>>[Cl:1][C:2]1[CH:3]=[C:4]([C:9]2[N:13]([C:14]3[CH:19]=[CH:18][N:27]=[C:26]([O:25][CH3:24])[CH:31]=3)[N:12]=[C:11]([C:20]([OH:22])=[O:21])[CH:10]=2)[CH:5]=[C:6]([F:8])[CH:7]=1 |f:1.2|. Reaction conditions: temperature 0 celsius, time 10 minute. Product: ClC=1C=CC(=NC1)NC(C1=C(C=CC=C1)NC(=O)N1CCC2(OCCO2)CC1)=O (N-(5-Chloropyridin-2-yl)-2-(1,4-dioxa-8-azaspiro[4.5]decan-8-ylcarbonyl)aminobenzamide). Starting materials: NC1=NC=C(C=C1)Cl (2-amino-5-chloropyridine), C[Mg]Br (methylmagnesium bromide), O1CCOC12CCN(CC2)C2=NC1=C(C(O2)=O)C=CC=C1 (2-(1,4-dioxa-8-azaspiro[4.5]decan-8-yl)-4H-3,1-benzoxazin-4-one). Procedure details: To a stirred solution of 2-amino-5-chloropyridine (573 mg, 4.51 mmol) in tetrahydrofuran (25 mL) at 0° C. under nitrogen was added methylmagnesium bromide (3.0 M in ether, 1.50 mL, 4.51 mmol) dropwise via a syringe. After stirring at 0° C. for 10 min, 2-(1,4-dioxa-8-azaspiro[4.5]decan-8-yl)-4H-3,1-benzoxazin-4-one (1.30 g, 4.51 mmol) was added. After stirring 15 h at room temperature, the solvent was removed in vacuo. The residue was partitioned between ethyl acetate and saturated aqueous sodium... RXN SMILES: [NH2:1][C:2]1[CH:7]=[CH:6][C:5]([Cl:8])=[CH:4][N:3]=1.C[Mg]Br.[O:12]1[C:16]2([CH2:21][CH2:20][N:19]([C:22]3[O:27][C:26](=[O:28])[C:25]4[CH:29]=[CH:30][CH:31]=[CH:32][C:24]=4[N:23]=3)[CH2:18][CH2:17]2)[O:15][CH2:14][CH2:13]1>O1CCCC1>[Cl:8][C:5]1[CH:6]=[CH:7][C:2]([NH:1][C:26](=[O:28])[C:25]2[CH:29]=[CH:30][CH:31]=[CH:32][C:24]=2[NH:23][C:22]([N:19]2[CH2:18][CH2:17][C:16]3([O:12][CH2:13][CH2:14][O:15]3)[CH2:21][CH2:20]2)=[O:27])=[N:3][CH:4]=1. Solvent: O1CCCC1 (tetrahydrofuran). Reactants: C1COCCO1, C[O-], Cc1ccncc1N1CCN(c2ccnc(Cl)c2)C1=O, [Na+]. Product: COc1cc(N2CCN(c3cnccc3C)C2=O)ccn1. Reaction SMILES: [CH2:24]1[O:25][CH2:26][CH2:27][O:28][CH2:29]1.[CH3:1][O-:2].[Cl:4][c:5]1[n:6][cH:7][cH:8][c:9]([N:11]2[C:12](=[O:23])[N:13]([c:16]3[cH:17][n:18][cH:19][cH:20][c:21]3[CH3:22])[CH2:14][CH2:15]2)[cH:10]1.[Na+:3]>>[CH3:1][O:2][c:5]1[n:6][cH:7][cH:8][c:9]([N:11]2[C:12](=[O:23])[N:13]([c:16]3[cH:17][n:18][cH:19][cH:20][c:21]3[CH3:22])[CH2:14][CH2:15]2)[cH:10]1. Starting materials: C1(CC1)N1C=NC2=C1C(=NC(=C2)C2=CC=C1C(=C2)NC(C12CCNCC2)=O)O[C@H](C)[C@H]2CNC(C2)=O (6-(3-cyclopropyl-4-((R)-1-((R)-5-oxopyrrolidin-3-yl)ethoxy)-3H-imidazo[4,5-c]pyridin-6-yl)spiro[indoline-3,4′-piperidin]-2-one), TEA, C(=O)(C(F)(F)F)O (TFA), CS(=O)(=O)Cl (methanesulfonyl chloride). The solvent is CN(C)C=O (DMF). Reaction conditions: temperature 0 celsius, time 10 minute. The product is C(C)(=O)N1CCC2(CC1)C(NC1=CC(=CC=C12)C1=CC2=C(C(=N1)O[C@H](C)[C@H]1CNC(C1)=O)N(C=N2)C2CC2)=O (1′-acetyl-6-(3-cyclopropyl-4-((R)-1-((R)-5-oxopyrrolidin-3-yl)ethoxy)-3H-imidazo[4,5-c]pyridin-6-yl)spiro[indoline-3,4′-piperidin]-2-one). RXN SMILES: [CH:1]1([N:4]2[C:8]3[C:9]([O:28][C@@H:29]([C@@H:31]4[CH2:35][C:34](=[O:36])[NH:33][CH2:32]4)[CH3:30])=[N:10][C:11]([C:13]4[CH:18]=[C:17]5[NH:19][C:20](=[O:27])[C:21]6([CH2:26][CH2:25][NH:24][CH2:23][CH2:22]6)[C:16]5=[CH:15][CH:14]=4)=[CH:12][C:7]=3[N:6]=[CH:5]2)[CH2:3][CH2:2]1.CS(Cl)(=O)=O.[C:42](O)([C:44](F)(F)F)=[O:43]>CN(C=O)C>[C:42]([N:24]1[CH2:23][CH2:22][C:21]2([C:16]3[C:17](=[CH:18][C:13]([C:11]4[N:10]=[C:9]([O:28][C@@H:29]([C@@H:31]5[CH2:35][C:34](=[O:36])[NH:33][CH2:32]5)[CH3:30])[C:8]5[N:4]([CH:1]6[CH2:2][CH2:3]6)[CH:5]=[N:6][C:7]=5[CH:12]=4)=[CH:14][CH:15]=3)[NH:19][C:20]2=[O:27])[CH2:26][CH2:25]1)(=[O:43])[CH3:44]. Procedure: To solution of 6-(3-cyclopropyl-4-((R)-1-((R)-5-oxopyrrolidin-3-yl)ethoxy)-3H-imidazo[4,5-c]pyridin-6-yl)spiro[indoline-3,4′-piperidin]-2-one: (0.094 g, 0.193 mmol) in DMF was added TEA (0.119 g, 1 mmol), then followed by the addition of methanesulfonyl chloride (0.022 g, 0.193 mmol). Reaction was stirred at 0° C. for 10 minutes; LC-MS showed reaction was complete. TFA was added, and the crude material was purified by HPLC. The reactants are C(C1=CC=CC=C1)(=O)NC=1C=2N=CN([C@H]3[C@H](O)[C@H](O)[C@@H](CO)O3)C2N=CN1 (N6 -benzoyl adenosine), C(C1=CC=CC=C1)(C1=CC=CC=C1)(C1=CC=CC=C1)Cl (tritylchloride), C(Cl)(Cl)Cl (chloroform). The solvent is N1=CC=CC=C1 (pyridine). Product: Compounds 6, C(C1=CC=CC=C1)(=O)NC=1C=2N=CN([C@H]3[C@H](O)[C@H](O)[C@@H](C(O)C(C4=CC=CC=C4)(C4=CC=CC=C4)C4=CC=CC=C4)O3)C2N=CN1 (N6 -benzoyl-5'-trityladenosine). As a reaction SMILES: [C:1]([NH:9][C:10]1[C:11]2[N:12]=[CH:13][N:14]([C:24]=2[N:25]=[CH:26][N:27]=1)[C@@H:15]1[O:23][C@H:20]([CH2:21][OH:22])[C@@H:18]([OH:19])[C@H:16]1[OH:17])(=[O:8])[C:2]1[CH:7]=[CH:6][CH:5]=[CH:4][CH:3]=1.[C:28](Cl)([C:41]1[CH:46]=[CH:45][CH:44]=[CH:43][CH:42]=1)([C:35]1[CH:40]=[CH:39][CH:38]=[CH:37][CH:36]=1)[C:29]1[CH:34]=[CH:33][CH:32]=[CH:31][CH:30]=1.C(Cl)(Cl)Cl>N1C=CC=CC=1>[C:1]([NH:9][C:10]1[C:11]2[N:12]=[CH:13][N:14]([C:24]=2[N:25]=[CH:26][N:27]=1)[C@@H:15]1[O:23][C@H:20]([CH:21]([C:28]([C:29]2[CH:34]=[CH:33][CH:32]=[CH:31][CH:30]=2)([C:41]2[CH:42]=[CH:43][CH:44]=[CH:45][CH:46]=2)[C:35]2[CH:36]=[CH:37][CH:38]=[CH:39][CH:40]=2)[OH:22])[C@@H:18]([OH:19])[C@H:16]1[OH:17])(=[O:8])[C:2]1[CH:3]=[CH:4][CH:5]=[CH:6][CH:7]=1. Procedure details: Compounds 6 and 7 are prepared by treating N6 -benzoyl adenosine with tritylchloride in pyridine and refluxing for 2 hours. N6 -benzoyl-5'-trityladenosine is isolated by extraction with chloroform. The water from the chloroform phase is removed by drying with sodium sulfate N6 -benzoyl-2',5'-di-O-trityladenosine and N6 -benzoyl-3',5'-di-O-trityladenosine are isolated by preparative silica gel thin layer chromatography in chloroform/ethanol. Compounds 6 and 7 are prepared by treating the isolated... Reactants: COC(=O)Cc1cncc2ccc(C#C[Si](C)(C)C)cc12, CC(=O)O, CO, [K+], [K+], O=C([O-])[O-]. The product is C#Cc1ccc2cncc(CC(=O)OC)c2c1. Reaction SMILES: [CH3:1][O:2][C:3]([CH2:4][c:5]1[cH:6][n:7][cH:8][c:9]2[cH:10][cH:11][c:12]([C:15]#[C:16][Si:17]([CH3:18])([CH3:19])[CH3:20])[cH:13][c:14]12)=[O:21].[CH3:28][C:29](=[O:30])[OH:31].[CH3:32][OH:33].[K+:22].[K+:23].[O-:24][C:25]([O-:26])=[O:27]>>[CH3:1][O:2][C:3]([CH2:4][c:5]1[cH:6][n:7][cH:8][c:9]2[cH:10][cH:11][c:12]([C:15]#[CH:16])[cH:13][c:14]12)=[O:21].